Dataset: the Open Reaction Database (ORD), a public repository of structured organic reaction records. Task: describe an organic reaction: reactants, conditions, products, and yield The reactants are CC=1NC=CN1 (2-methylimidazole), C(C)(C)N(CC)C(C)C (diisopropylethyl amine), [I-].[Na+] (sodium iodide), ClCCCC1CCC2=C(C(=NO2)C2=CC=CC=C2)C1=O (5-(3-chloropropyl)-6,7-dihydro-3-phenyl-1,2-benzisoxazol-4(5H)-one). Run in CN(C=O)C (dimethylformamide). Conditions: temperature 76 celsius. Product: CC=1N(C=CN1)CCCC1CCC2=C(C(=NO2)C2=CC=CC=C2)C1=O (6,7-dihydro-5-[3-(2-methyl-1H-imidazol-1-yl)-propyl]-3-phenyl -1,2-benzisoxazol-4(5H)-one). The yield is 40.2%. As a reaction SMILES: Cl[CH2:2][CH2:3][CH2:4][CH:5]1[C:19](=[O:20])[C:9]2[C:10]([C:13]3[CH:18]=[CH:17][CH:16]=[CH:15][CH:14]=3)=[N:11][O:12][C:8]=2[CH2:7][CH2:6]1.[CH3:21][C:22]1[NH:23][CH:24]=[CH:25][N:26]=1.C(N(C(C)C)CC)(C)C.[I-].[Na+]>CN(C)C=O>[CH3:21][C:22]1[N:23]([CH2:2][CH2:3][CH2:4][CH:5]2[C:19](=[O:20])[C:9]3[C:10]([C:13]4[CH:18]=[CH:17][CH:16]=[CH:15][CH:14]=4)=[N:11][O:12][C:8]=3[CH2:7][CH2:6]2)[CH:24]=[CH:25][N:26]=1 |f:3.4|. Reported procedure: To a solution consisting of 5-(3-chloropropyl)-6,7-dihydro-3-phenyl-1,2-benzisoxazol-4(5H)-one (5.80 g) and dimethylformamide (57.0 ml) was added 2-methylimidazole (3.30 g), diisopropylethyl amine (10.5 ml) and sodium iodide (9.04 g) at room temperature with stirring. The reaction was flushed with nitrogen and warmed at 76° C. for 1 hour. Upon cooling to room temperature, dilute aqueous sodium bicarbonate and ethyl acetate were added to the reaction mixture. The layers were separated and the aqu...